Dataset: the Open Reaction Database (ORD), a public repository of structured organic reaction records. Task: describe an organic reaction: reactants, conditions, products, and yield Starting materials: C(CC1=CC=CC=C1)NC(C(C(=O)NCCC1=CC=CC=C1)NC([C@@H](C(C)C)Br)=O)=O (N,N′-diphenethyl-2-((R)-2-bromo-3-methylbutyrylamino)malonamide), C([O-])([O-])=O.[Cs+].[Cs+] (cesium carbonate), C(C)(=S)O (thioacetic acid), CN(C=O)C (dimethylformamide). Solvent: C(C)OC(C)=O.CCCCCC (hexane ethyl acetate), O (water). Run at time 18 hour. Yields the product C(CC1=CC=CC=C1)NC(C(C(=O)NCCC1=CC=CC=C1)NC([C@H](C(C)C)C(C)=S)=O)=O (N,N′-diphenethyl-2-((S)-2-thioacetyl-3-methylbutyrylamino)malonamide). RXN SMILES: [CH2:1]([NH:9][C:10](=[O:31])[CH:11]([NH:23][C:24](=[O:30])[C@H:25](Br)[CH:26]([CH3:28])[CH3:27])[C:12]([NH:14][CH2:15][CH2:16][C:17]1[CH:22]=[CH:21][CH:20]=[CH:19][CH:18]=1)=[O:13])[CH2:2][C:3]1[CH:8]=[CH:7][CH:6]=[CH:5][CH:4]=1.[C:32](O)(=[S:34])[CH3:33].CN(C)C=O.C(=O)([O-])[O-].[Cs+].[Cs+]>O.C(OC(=O)C)C.CCCCCC>[CH2:1]([NH:9][C:10](=[O:31])[CH:11]([NH:23][C:24](=[O:30])[C@@H:25]([C:32](=[S:34])[CH3:33])[CH:26]([CH3:28])[CH3:27])[C:12]([NH:14][CH2:15][CH2:16][C:17]1[CH:22]=[CH:21][CH:20]=[CH:19][CH:18]=1)=[O:13])[CH2:2][C:3]1[CH:8]=[CH:7][CH:6]=[CH:5][CH:4]=1 |f:3.4.5,7.8|. Procedure: Combine N,N′-diphenethyl-2-((R)-2-bromo-3-methylbutyrylamino)malonamide (0.20 g, 0.41 mmol), thioacetic acid (0.08 mL, 1.1 mmol), and dimethylformamide (8 mL). Degas by repeated cycles of vacuum and filling with nitrogen gas. Add cesium carbonate (0.215 g, 0.664 mmol). After 18 hours, dilute with water and extract with ethyl acetate. Extract the organic layer with brine, dry over Na2SO4, filter, and evaporate in vacuo to give a residue. Chromatograph the residue on silica gel eluting with 1/1 he... The reactants are O=C([O-])[O-], Cc1cn[nH]c1, CN1CCCC1=O, [Cs+], [Cs+], CSc1nc(N)nc(Br)c1C#N. Product: CSc1nc(N)nc(-n2cc(C)cn2)c1C#N. RXN SMILES: [C:19](=[O:20])([O-:21])[O-:22].[CH3:13][c:14]1[cH:15][n:16][nH:17][cH:18]1.[CH3:25][N:26]1[CH2:27][CH2:28][CH2:29][C:30]1=[O:31].[Cs+:23].[Cs+:24].[NH2:1][c:2]1[n:3][c:4]([S:11][CH3:12])[c:5]([C:9]#[N:10])[c:6]([Br:8])[n:7]1>>[NH2:1][c:2]1[n:3][c:4]([S:11][CH3:12])[c:5]([C:9]#[N:10])[c:6](-[n:16]2[cH:15][c:14]([CH3:13])[cH:18][n:17]2)[n:7]1. The reactants are CC(=O)Cl, Cc1ccccc1, Nc1cccc(C2=NNC(=O)C3CC23)c1. The product is CC(=O)Nc1cccc(C2=NNC(=O)C3CC23)c1. Reaction SMILES: [CH3:16][C:17]([Cl:18])=[O:19].[CH3:20][c:21]1[cH:22][cH:23][cH:24][cH:25][cH:26]1.[NH2:1][c:2]1[cH:3][c:4]([C:8]2=[N:14][NH:13][C:12](=[O:15])[CH:11]3[CH:9]2[CH2:10]3)[cH:5][cH:6][cH:7]1>>[NH:1]([c:2]1[cH:3][c:4]([C:8]2=[N:14][NH:13][C:12](=[O:15])[CH:11]3[CH:9]2[CH2:10]3)[cH:5][cH:6][cH:7]1)[C:17]([CH3:16])=[O:19]. Starting materials: C(C)(=O)C=1C=C(NN1)C(=O)NN(CC1=CC=C(C=C1)C1=C(C=CC(=C1)Cl)F)C[C@H](C(=O)O)O ((R)-3-[N′-(5-Acetyl-2H-pyrazole-3-carbonyl)-N-(5′-chloro-2′-fluorobiphenyl-4-ylmethyl)hydrazino]-2-hydr oxy-propionic acid), C(Cl)Cl (DCM), N1(CCOCC1)CCO (4-Morpholineethanol), C=1C=CC2=C(C1)N=NN2O (HOBt), C(CCl)Cl (EDC). Run at time 10 minute. Yields the product N1(CCOCC1)CCOC([C@@H](CN(NC(=O)C=1NN=C(C1)C(C)=O)CC1=CC=C(C=C1)C1=C(C=CC(=C1)Cl)F)O)=O ((R)-3-[N′-(5-Acetyl-2H-pyrazole-3-carbonyl)-N-(5′-chloro-2′-fluorobiphenyl-4-ylmethyl)hydrazino]-2-hydroxypropionic Acid 2-Morpholin-4-ylethyl Ester). Isolated yield 14.8%. As a reaction SMILES: [C:1]([C:4]1[CH:5]=[C:6]([C:9]([NH:11][N:12]([CH2:28][C@@H:29]([OH:33])[C:30]([OH:32])=[O:31])[CH2:13][C:14]2[CH:19]=[CH:18][C:17]([C:20]3[CH:25]=[C:24]([Cl:26])[CH:23]=[CH:22][C:21]=3[F:27])=[CH:16][CH:15]=2)=[O:10])[NH:7][N:8]=1)(=[O:3])[CH3:2].C1C=CC2N(O)N=NC=2C=1.C(Cl)CCl.C(Cl)Cl.[N:51]1([CH2:57][CH2:58]O)[CH2:56][CH2:55][O:54][CH2:53][CH2:52]1>>[N:51]1([CH2:57][CH2:58][O:31][C:30](=[O:32])[C@H:29]([OH:33])[CH2:28][N:12]([CH2:13][C:14]2[CH:19]=[CH:18][C:17]([C:20]3[CH:25]=[C:24]([Cl:26])[CH:23]=[CH:22][C:21]=3[F:27])=[CH:16][CH:15]=2)[NH:11][C:9]([C:6]2[NH:7][N:8]=[C:4]([C:1](=[O:3])[CH3:2])[CH:5]=2)=[O:10])[CH2:56][CH2:55][O:54][CH2:53][CH2:52]1. Reported procedure: (R)-3-[N′-(5-Acetyl-2H-pyrazole-3-carbonyl)-N-(5′-chloro-2′-fluorobiphenyl-4-ylmethyl)hydrazino]-2-hydr oxy-propionic acid (41.0 mg, 86 μmol), HOBt (70.0 mg, 518 μmol) and EDC (92 μL, 520 μmol) were combined in DCM (0.7 mL, 10 mmol). The resulting solution was stirred for 10 minutes. 4-Morpholineethanol (84 μL, 691 μmol) was added, and the mixture was stirred at room temperature until the reaction was complete (≈2 hours). The mixture was concentrated by rotary evaporation and purified (reverse p...